Dataset: the Open Reaction Database (ORD), a public repository of structured organic reaction records. Task: describe an organic reaction: reactants, conditions, products, and yield The reactants are CCOc1cc(F)cc(F)c1, CCOC(=O)C=O, C1CCOC1, CN(C)CCN(C)CCN(C)C, [Li]CCCC, Cc1ccccc1. Yields the product CCOC(=O)C(O)c1c(F)cc(OCC)cc1F. As a reaction SMILES: [CH2:1]([CH3:2])[O:3][c:4]1[cH:5][c:6]([F:11])[cH:7][c:8]([F:10])[cH:9]1.[CH2:29]([CH3:30])[O:31][C:32]([CH:33]=[O:34])=[O:35].[CH2:36]1[O:37][CH2:38][CH2:39][CH2:40]1.[CH3:12][N:13]([CH3:14])[CH2:15][CH2:16][N:17]([CH3:18])[CH2:19][CH2:20][N:21]([CH3:22])[CH3:23].[CH3:24][CH2:25][CH2:26][CH2:27][Li:28].[CH3:41][c:42]1[cH:43][cH:44][cH:45][cH:46][cH:47]1>>[CH2:1]([CH3:2])[O:3][c:4]1[cH:5][c:6]([F:11])[c:7]([CH:33]([C:32]([O:31][CH2:29][CH3:30])=[O:35])[OH:34])[c:8]([F:10])[cH:9]1. Starting materials: CCN(C(C)C)C(C)C, O=C(Cl)Cl, ClCCl, CC(=O)N(Cc1cc(C(F)(F)F)cc(C(F)(F)F)c1)C1CCCNc2cc(Cl)ccc21, OC1CCCC1, c1ccncc1. Product: CC(=O)N(Cc1cc(C(F)(F)F)cc(C(F)(F)F)c1)C1CCCN(C(=O)OC2CCCC2)c2cc(Cl)ccc21. Reaction SMILES: [CH:11]([N:12]([CH:13]([CH3:14])[CH3:15])[CH2:16][CH3:17])([CH3:18])[CH3:19].[Cl:1][C:2]([Cl:3])=[O:4].[Cl:57][CH2:58][Cl:59].[F:20][C:21]([c:22]1[cH:23][c:24]([CH2:25][N:26]([C:27]([CH3:28])=[O:29])[CH:30]2[c:31]3[c:32]([cH:37][c:38]([Cl:41])[cH:39][cH:40]3)[NH:33][CH2:34][CH2:35][CH2:36]2)[cH:42][c:43]([C:45]([F:46])([F:47])[F:48])[cH:44]1)([F:49])[F:50].[OH:5][CH:6]1[CH2:7][CH2:8][CH2:9][CH2:10]1.[cH:51]1[cH:52][cH:53][n:54][cH:55][cH:56]1>>[C:2](=[O:4])([O:5][CH:6]1[CH2:7][CH2:8][CH2:9][CH2:10]1)[N:33]1[c:32]2[c:31]([cH:40][cH:39][c:38]([Cl:41])[cH:37]2)[CH:30]([N:26]([CH2:25][c:24]2[cH:23][c:22]([C:21]([F:20])([F:49])[F:50])[cH:44][c:43]([C:45]([F:46])([F:47])[F:48])[cH:42]2)[C:27]([CH3:28])=[O:29])[CH2:36][CH2:35][CH2:34]1. Reactants: C(=O)C1=C(C=C(S1)C(=O)O)C (5-formyl-4-methyl-thiophene-2-carboxylic acid), C(C)OC(CCC1=C(C=C(C=C1C)C(NO)=N)CC)=O (3-[2-ethyl-4-(N-hydroxycarbamimidoyl)-6-methyl-phenyl]-propionic acid ethyl ester). Yields the product C(C)OC(CCC1=C(C=C(C=C1C)C1=NOC(=N1)C=1SC(=C(C1)C)C=O)CC)=O (3-{2-Ethyl-4-[5-(5-formyl-4-methyl-thiophen-2-yl)-[1,2,4]oxadiazol-3-yl]-6-methyl-phenyl}-propionic acid ethyl ester). As a reaction SMILES: [CH:1]([C:3]1[S:7][C:6]([C:8]([OH:10])=O)=[CH:5][C:4]=1[CH3:11])=[O:2].[CH2:12]([O:14][C:15](=[O:31])[CH2:16][CH2:17][C:18]1[C:23]([CH3:24])=[CH:22][C:21]([C:25](=[NH:28])[NH:26]O)=[CH:20][C:19]=1[CH2:29][CH3:30])[CH3:13]>>[CH2:12]([O:14][C:15](=[O:31])[CH2:16][CH2:17][C:18]1[C:23]([CH3:24])=[CH:22][C:21]([C:25]2[N:28]=[C:8]([C:6]3[S:7][C:3]([CH:1]=[O:2])=[C:4]([CH3:11])[CH:5]=3)[O:10][N:26]=2)=[CH:20][C:19]=1[CH2:29][CH3:30])[CH3:13]. Reported procedure: The title compound is prepared according to Method A starting from 5-formyl-4-methyl-thiophene-2-carboxylic acid and 3-[2-ethyl-4-(N-hydroxycarbamimidoyl)-6-methyl-phenyl]-propionic acid ethyl ester; LC-MS: tR=1.19 min; [M+1]+=413.15; 1H NMR (D6-DMSO) δ 1.20 (t, J=7.5 Hz, 3H), 1.22 (t, J=7.5 Hz, 3H), 2.40 (s, 3H), 2.44-2.50 (m, 2H), 2.65 (s, 3H), 2.73 (q, J=7.5 Hz, 2H), 2.93-3.00 (m, 2H), 4.11 (q, J=7.0 Hz, 2H), 7.71 (s, 1H), 7.72 (s, 1H), 8.07 (s, 1H), 10.17 (s, 1H). The reactants are ClC1=CC=C(N=N1)C(=O)N1CCN(CC1)C1=NC=C(C=C1C)C ((6-chloropyridazin-3-yl)[4-(3,5-dimethylpyridin-2-yl)piperazin-1-yl]methanone), C(C)[C@H]1NC(OC1)=O ((R)-4-ethyloxazolidin-2-one). The product is CC=1C(=NC=C(C1)C)N1CCN(CC1)C(=O)C1=CC=C(N=N1)N1C(OC[C@H]1CC)=O ((R)-3-{6-[4-(3,5-dimethylpyridin-2-yl)piperazine-1-carbonyl]pyridazin-3-yl}-4-ethyloxazolidin-2-one). The yield is 31.9%. Reaction SMILES: Cl[C:2]1[N:7]=[N:6][C:5]([C:8]([N:10]2[CH2:15][CH2:14][N:13]([C:16]3[C:21]([CH3:22])=[CH:20][C:19]([CH3:23])=[CH:18][N:17]=3)[CH2:12][CH2:11]2)=[O:9])=[CH:4][CH:3]=1.[CH2:24]([C@@H:26]1[CH2:30][O:29][C:28](=[O:31])[NH:27]1)[CH3:25]>>[CH3:22][C:21]1[C:16]([N:13]2[CH2:14][CH2:15][N:10]([C:8]([C:5]3[N:6]=[N:7][C:2]([N:27]4[C@H:26]([CH2:24][CH3:25])[CH2:30][O:29][C:28]4=[O:31])=[CH:3][CH:4]=3)=[O:9])[CH2:11][CH2:12]2)=[N:17][CH:18]=[C:19]([CH3:23])[CH:20]=1. Procedure: Using (6-chloropyridazin-3-yl)[4-(3,5-dimethylpyridin-2-yl)piperazin-1-yl]methanone (152 mg) described in Preparation Example 230 and (R)-4-ethyloxazolidin-2-one (79 mg) and by the reaction and treatment in the same manner as in Example 1, the title compound (60 mg) was obtained. Starting materials: OC1=C(C=C(C=O)C=C1)C (4-hydroxy-3-methylbenzaldehyde), [OH-].[Na+] (sodium hydroxide), II (iodine). Run in CO (MeOH). Conditions: time 16 hour. The product is IC=1C=C(C=O)C=C(C1O)C (3-Iodo-4-hydroxy-5-methylbenzaldehyde). The yield is 81.5%. Reaction SMILES: [OH:1][C:2]1[CH:9]=[CH:8][C:5]([CH:6]=[O:7])=[CH:4][C:3]=1[CH3:10].[OH-].[Na+].[I:13]I>CO>[I:13][C:9]1[CH:8]=[C:5]([CH:4]=[C:3]([CH3:10])[C:2]=1[OH:1])[CH:6]=[O:7] |f:1.2|. Procedure: At 5° C., to a stirred solution containing commercial 4-hydroxy-3-methylbenzaldehyde (4.65 g, 34.1 mmol) and sodium hydroxide (2.73 g, 68.25 mmol) in MeOH (171 mL) was added iodine (10.8 g, 42.7 mmol). The reaction was stirred for 16 h, eventually warming to ambient temperature. The reaction was quenched with 1N HCl (200 mL) and extracted with ether. The ethereal extracts were washed with 10% Na2S2O3 (3×), with brine (3×), dried (MgSO4) and concentrated. Purification on Biotage KP-Sil eluting wi... Reactants: BrCCCCBr, C1CCOC1, CCOC(=O)C(C)c1ccccc1, CN1CCCN(C)C1=O, CC(C)[N-]C(C)C, [Li+]. Yields the product CCOC(=O)C(C)(CCCCBr)c1ccccc1. Reaction SMILES: [Br:22][CH2:23][CH2:24][CH2:25][CH2:26][Br:27].[CH2:37]1[O:38][CH2:39][CH2:40][CH2:41]1.[CH2:9]([CH3:10])[O:11][C:12]([CH:13]([CH3:14])[c:15]1[cH:16][cH:17][cH:18][cH:19][cH:20]1)=[O:21].[CH3:28][N:29]1[CH2:30][CH2:31][CH2:32][N:33]([CH3:34])[C:35]1=[O:36].[CH3:2][CH:3]([N-:4][CH:5]([CH3:6])[CH3:7])[CH3:8].[Li+:1]>>[CH2:9]([CH3:10])[O:11][C:12]([C:13]([CH3:14])([c:15]1[cH:16][cH:17][cH:18][cH:19][cH:20]1)[CH2:26][CH2:25][CH2:24][CH2:23][Br:22])=[O:21]. Reactants: O=C(Cl)c1ncc(Cl)cc1F, N, C1CCOC1. Product: NC(=O)c1ncc(Cl)cc1F. As a reaction SMILES: [F:1][c:2]1[c:3]([C:9](=[O:10])[Cl:11])[n:4][cH:5][c:6]([Cl:8])[cH:7]1.[NH3:12].[O:13]1[CH2:14][CH2:15][CH2:16][CH2:17]1>>[F:1][c:2]1[c:3]([C:9](=[O:10])[NH2:12])[n:4][cH:5][c:6]([Cl:8])[cH:7]1. Starting materials: Cl.C(C)(=O)C=1C=CC(=C(C1)C=1C2=C(N=CN1)C(=C(N2)C)C(=O)NC2CCNCC2)OCC2CC2 (4-[5-Acetyl-2-(cyclopropylmethoxy)phenyl]-6-methyl-N-(piperidin-4-yl)-5H-pyrrolo[3,2-d]pyrimidine-7-carboxamide hydrochloride), C(CC)(=O)Cl (propionyl chloride). The product is C(C)(=O)C=1C=CC(=C(C1)C=1C2=C(N=CN1)C(=C(N2)C)C(=O)NC2CCN(CC2)C(CC)=O)OCC2CC2 (4-[5-Acetyl-2-(cyclopropylmethoxy)phenyl]-6-methyl-N-(1-propanoylpiperidin-4-yl)-5H-pyrrolo[3,2-d]pyrimidine-7-carboxamide). As a reaction SMILES: Cl.[C:2]([C:5]1[CH:6]=[CH:7][C:8]([O:30][CH2:31][CH:32]2[CH2:34][CH2:33]2)=[C:9]([C:11]2[C:12]3[NH:19][C:18]([CH3:20])=[C:17]([C:21]([NH:23][CH:24]4[CH2:29][CH2:28][NH:27][CH2:26][CH2:25]4)=[O:22])[C:13]=3[N:14]=[CH:15][N:16]=2)[CH:10]=1)(=[O:4])[CH3:3].[C:35](Cl)(=[O:38])[CH2:36][CH3:37]>>[C:2]([C:5]1[CH:6]=[CH:7][C:8]([O:30][CH2:31][CH:32]2[CH2:33][CH2:34]2)=[C:9]([C:11]2[C:12]3[NH:19][C:18]([CH3:20])=[C:17]([C:21]([NH:23][CH:24]4[CH2:29][CH2:28][N:27]([C:35](=[O:38])[CH2:36][CH3:37])[CH2:26][CH2:25]4)=[O:22])[C:13]=3[N:14]=[CH:15][N:16]=2)[CH:10]=1)(=[O:4])[CH3:3] |f:0.1|. Procedure: Starting from 4-[5-acetyl-2-(cyclopropylmethoxy)phenyl]-6-methyl-N-(piperidin-4-yl)-5H-pyrrolo[3,2-d]pyrimidine-7-carboxamide hydrochloride (example D.f55) and commercially available propionyl chloride the title compound is obtained as colorless solid. The reactants are ClC=1C=CC2=C(C(CO2)=O)C1 (5-chloro-benzofuran-3 (2H)-one), C(=O)(O)C=P(C1=CC=CC=C1)(C1=CC=CC=C1)C1=CC=CC=C1 ((carboxymethylene)triphenylphosphorane), C1(=CC=CC=C1)C (toluene). Product: C(C)OC(CC1=COC2=C1C=C(C=C2)Cl)=O (ethyl(5-chloro-1-benzofuran-3-yl)acetate). As a reaction SMILES: [Cl:1][C:2]1[CH:3]=[CH:4][C:5]2[O:9][CH2:8][C:7](=O)[C:6]=2[CH:11]=1.[C:12]([CH:15]=P(C1C=CC=CC=1)(C1C=CC=CC=1)C1C=CC=CC=1)([OH:14])=[O:13].[C:35]1(C)C=CC=C[CH:36]=1>>[CH2:35]([O:14][C:12](=[O:13])[CH2:15][C:7]1[C:6]2[CH:11]=[C:2]([Cl:1])[CH:3]=[CH:4][C:5]=2[O:9][CH:8]=1)[CH3:36]. Procedure: A mixture of 5-chloro-benzofuran-3 (2H)-one (1.68 g, 10 mmol) and (carboxymethylene)triphenylphosphorane (5.22 g, 15 mmol) was refluxed in toluene (100 ml) for 48 hrs. At the end, reaction mixture was concentrated and loaded over silica-gel column. The column was eluted with hexane (500 ml) and then with 25% ethyl acetate. The product, ethyl(5-chloro-1-benzofuran-3-yl)acetate, was obtained as a white oil. Yield: 1.8 g (75%); (M+H): 239.